This data is from the Open Reaction Database (ORD), a public repository of structured organic reaction records. The task is: describe an organic reaction: reactants, conditions, products, and yield Reactants: COCCBr, CCOC(=O)CCc1ccc(Oc2ccc(NC(=O)OCc3ccccc3)cn2)cc1, [H-], [Na+], CN(C)C=O, O. RXN SMILES: [Br:34][CH2:35][CH2:36][O:37][CH3:38].[CH2:1]([c:2]1[cH:3][cH:4][cH:5][cH:6][cH:7]1)[O:8][C:9](=[O:10])[NH:11][c:12]1[cH:13][cH:14][c:15]([O:18][c:19]2[cH:20][cH:21][c:22]([CH2:25][CH2:26][C:27](=[O:28])[O:29][CH2:30][CH3:31])[cH:23][cH:24]2)[n:16][cH:17]1.[H-:32].[Na+:33].[O:40]=[CH:41][N:42]([CH3:43])[CH3:44].[OH2:39]>>[CH2:1]([c:2]1[cH:3][cH:4][cH:5][cH:6][cH:7]1)[O:8][C:9](=[O:10])[N:11]([c:12]1[cH:13][cH:14][c:15]([O:18][c:19]2[cH:20][cH:21][c:22]([CH2:25][CH2:26][C:27](=[O:28])[O:29][CH2:30][CH3:31])[cH:23][cH:24]2)[n:16][cH:17]1)[CH2:35][CH2:36][O:37][CH3:38]. Product: CCOC(=O)CCc1ccc(Oc2ccc(N(CCOC)C(=O)OCc3ccccc3)cn2)cc1. The reactants are N(=[N+]=[N-])[C@@H](CO)COCCCCCCCCCCCCCCCC ((S)-2-azido-3-(hexadecyloxy)propan-1-ol), N1=CC=CC=C1 (pyridine), O(S(=O)(=O)C(F)(F)F)S(=O)(=O)C(F)(F)F (Tf2O). The solvent is C(Cl)Cl (DCM). Conditions: temperature 0 celsius, time 1 hour. Product: FC(S(=O)(=O)OC[C@@H](COCCCCCCCCCCCCCCCC)N=[N+]=[N-])(F)F ((R)-2-azido-3-(hexadecyloxy)propyl trifluoromethanesulfonate). Reaction SMILES: [N:1]([C@H:4]([CH2:7][O:8][CH2:9][CH2:10][CH2:11][CH2:12][CH2:13][CH2:14][CH2:15][CH2:16][CH2:17][CH2:18][CH2:19][CH2:20][CH2:21][CH2:22][CH2:23][CH3:24])[CH2:5][OH:6])=[N+:2]=[N-:3].N1C=CC=CC=1.[O:31](S(C(F)(F)F)(=O)=O)[S:32]([C:35]([F:38])([F:37])[F:36])(=O)=[O:33]>C(Cl)Cl>[F:36][C:35]([F:38])([F:37])[S:32]([O:6][CH2:5][C@H:4]([N:1]=[N+:2]=[N-:3])[CH2:7][O:8][CH2:9][CH2:10][CH2:11][CH2:12][CH2:13][CH2:14][CH2:15][CH2:16][CH2:17][CH2:18][CH2:19][CH2:20][CH2:21][CH2:22][CH2:23][CH3:24])(=[O:33])=[O:31]. Procedure details: To a solution of (S)-2-azido-3-(hexadecyloxy)propan-1-ol (1 eq) and pyridine (4 eq) in DCM (0.1 M) at 0° C., was added Tf2O (2 eq). The reaction was stirred at 0° C. for 1 hour and quenched by H2O. The aqueous phase was extracted with DCM. The combined organic phases were washed with H2O, and the aqueous phase was back extracted with DCM. The combined organic phases were washed with saturated NaHCO3 and brine, dried over anhydrous Na2SO4 and concentrated en vaccuo. The resulting crude was purifi... Reactants: BrC=1C=C(C=CC1)C([C@@H](C)O)=O ((R)-1-(3-bromophenyl)-2-hydroxypropan-1-one), NC(CO)(C)C (2-amino-2-methyl-1-propanol), CN(C)C1=CC=CC2=C1C(=CC=C2)N(C)C (Proton sponge), S(=O)(=O)(C(F)(F)F)OS(=O)(=O)C(F)(F)F (triflic anhydride). The solvent is C(C)#N (acetonitrile). The product is BrC=1C=C(C=CC1)[C@]1([C@@H](NC(CO1)(C)C)C)O ((2S,3S)-2-(3-Bromophenyl)-3,5,5-trimethylmorpholin-2-ol). The yield is 37.8%. As a reaction SMILES: [Br:1][C:2]1[CH:3]=[C:4]([C:8](=[O:12])[C@H:9](O)[CH3:10])[CH:5]=[CH:6][CH:7]=1.CN(C1C2C(N(C)C)=CC=CC=2C=CC=1)C.S(OS(C(F)(F)F)(=O)=O)(C(F)(F)F)(=O)=O.[NH2:44][C:45]([CH3:49])([CH3:48])[CH2:46][OH:47]>C(#N)C>[Br:1][C:2]1[CH:3]=[C:4]([C@:8]2([OH:12])[O:47][CH2:46][C:45]([CH3:49])([CH3:48])[NH:44][C@H:9]2[CH3:10])[CH:5]=[CH:6][CH:7]=1. Procedure: Compound 4d was synthesized by a procedure similar to that described for (2S,3S)-4a using (R)-1-(3-bromophenyl)-2-hydroxypropan-1-one (10d, 4.0 g, 0.018 mol), Proton sponge (4.5 g, 0.021 mol), triflic anhydride (3.2 mL, 192 mmol), and 2-amino-2-methyl-1-propanol (3.4 g, 0.038 mol) in acetonitrile (50 mL). After purification, 2.04 g (39%) of the free base 4d was isolated and converted to 1.6 g of the hemi-D-tartrate salt, which had >99% ee: mp 129-130° C.; [α]20D +9.6° (c 1.0, CH3OH); 1H NMR (met... Reactants: CC(C)(C)OC(=O)NC(Cc1cccs1)C(=O)O, CI, CCOC(C)=O, [H-], [Na+], C1CCOC1, O. Yields the product CN(C(=O)OC(C)(C)C)C(Cc1cccs1)C(=O)O. RXN SMILES: [C:1]([CH3:2])([CH3:3])([CH3:4])[O:5][C:6](=[O:7])[NH:8][CH:9]([C:10](=[O:11])[OH:12])[CH2:13][c:14]1[s:15][cH:16][cH:17][cH:18]1.[CH3:19][I:20].[CH3:23][CH2:24][O:25][C:26](=[O:27])[CH3:28].[H-:21].[Na+:22].[O:29]1[CH2:30][CH2:31][CH2:32][CH2:33]1.[OH2:34]>>[C:1]([CH3:2])([CH3:3])([CH3:4])[O:5][C:6](=[O:7])[N:8]([CH:9]([C:10](=[O:11])[OH:12])[CH2:13][c:14]1[s:15][cH:16][cH:17][cH:18]1)[CH3:23].